This data is from the Open Reaction Database (ORD), a public repository of structured organic reaction records. The task is: describe an organic reaction: reactants, conditions, products, and yield Reactants: O=C1c2ccccc2C(=O)N1CCCBr, O=C([O-])[O-], COc1ccccc1N1CCNCC1, CC#N, [K+], [K+]. Product: COc1ccccc1N1CCN(CCCN2C(=O)c3ccccc3C2=O)CC1. Reaction SMILES: [Br:15][CH2:16][CH2:17][CH2:18][N:19]1[C:20](=[O:29])[c:21]2[c:22]([cH:25][cH:26][cH:27][cH:28]2)[C:23]1=[O:24].[C:30](=[O:31])([O-:32])[O-:33].[CH3:1][O:2][c:3]1[c:4]([N:9]2[CH2:10][CH2:11][NH:12][CH2:13][CH2:14]2)[cH:5][cH:6][cH:7][cH:8]1.[CH3:36][C:37]#[N:38].[K+:34].[K+:35]>>[CH3:1][O:2][c:3]1[c:4]([N:9]2[CH2:10][CH2:11][N:12]([CH2:16][CH2:17][CH2:18][N:19]3[C:20](=[O:29])[c:21]4[c:22]([cH:25][cH:26][cH:27][cH:28]4)[C:23]3=[O:24])[CH2:13][CH2:14]2)[cH:5][cH:6][cH:7][cH:8]1. The reactants are CN1CC=2N(C3=C(C1=O)C=CC=C3)C=NC2NC(=O)OCC2=CC=CC=C2 (benzyl 5,6-dihydro-5-methyl-6-oxo-4H-imidazo[1,5-a][1,4]benzodiazepine-3-carbamate). Reagents/catalysts: [Pd] (palladium/carbon). Run in CO (methanol). The product is NC=1N=CN2C1CN(C(C1=C2C=CC=C1)=O)C (3-amino-4,5-dihydro-5-methyl-6H-imidazo[1,5-a][1,4]benzodiazepin-6-one). Reaction SMILES: [CH3:1][N:2]1[C:8](=[O:9])[C:7]2[CH:10]=[CH:11][CH:12]=[CH:13][C:6]=2[N:5]2[CH:14]=[N:15][C:16]([NH:17]C(OCC3C=CC=CC=3)=O)=[C:4]2[CH2:3]1>CO.[Pd]>[NH2:17][C:16]1[N:15]=[CH:14][N:5]2[C:6]3[CH:13]=[CH:12][CH:11]=[CH:10][C:7]=3[C:8](=[O:9])[N:2]([CH3:1])[CH2:3][C:4]=12. Procedure: 34 g (93.8 mmol) of benzyl 5,6-dihydro-5-methyl-6-oxo-4H-imidazo[1,5-a][1,4]benzodiazepine-3-carbamate are hydrogenated at room temperature and normal pressure in 300 ml of methanol in the presence of 4 g of 10 percent palladium/carbon. After removal of the catalyst and evaporation, the residue is recrystallized from ethyl acetate and hexane. There is obtained 3-amino-4,5-dihydro-5-methyl-6H-imidazo[1,5-a][1,4]benzodiazepin-6-one of melting point 202°-204°. Reactants: CC(C(=O)O)(C)N1N=CC(=C1)C1=CC2=C(C=3N=C(SC3CCO2)C=2N(N=CN2)CC(F)(F)F)C=C1 (2-Methyl-2-(4-{2-[2-(2,2,2-trifluoro-ethyl)-2H-[1,2,4]triazol-3-yl]-4,5-dihydro-6-oxa-3-thia-1-aza-benzo[e]azulen-8-yl}-pyrazol-1-yl)-propionic acid), O1CCCC1 (tetrahydrofuran), [AlH4-].[Li+] (Lithium tetrahydroaluminate). Run at time 2 hour. Product: CC(CO)(C)N1N=CC(=C1)C1=CC2=C(C=3N=C(SC3CCO2)C=2N(N=CN2)CC(F)(F)F)C=C1 (2-Methyl-2-(4-{2-[2-(2,2,2-trifluoro-ethyl)-2H-[1,2,4]triazol-3-yl]-4,5-dihydro-6-oxa-3-thia-1-aza-benzo[e]azulen-8-yl}-pyrazol-1-yl)-propan-1-ol). Isolated yield 14.6%. As a reaction SMILES: [CH3:1][C:2]([N:7]1[CH:11]=[C:10]([C:12]2[CH:35]=[CH:34][C:15]3[C:16]4[N:17]=[C:18]([C:24]5[N:25]([CH2:29][C:30]([F:33])([F:32])[F:31])[N:26]=[CH:27][N:28]=5)[S:19][C:20]=4[CH2:21][CH2:22][O:23][C:14]=3[CH:13]=2)[CH:9]=[N:8]1)([CH3:6])[C:3](O)=[O:4].O1CCCC1.[AlH4-].[Li+]>>[CH3:6][C:2]([N:7]1[CH:11]=[C:10]([C:12]2[CH:35]=[CH:34][C:15]3[C:16]4[N:17]=[C:18]([C:24]5[N:25]([CH2:29][C:30]([F:31])([F:33])[F:32])[N:26]=[CH:27][N:28]=5)[S:19][C:20]=4[CH2:21][CH2:22][O:23][C:14]=3[CH:13]=2)[CH:9]=[N:8]1)([CH3:1])[CH2:3][OH:4] |f:2.3|. Reported procedure: 2-Methyl-2-(4-{2-[2-(2,2,2-trifluoro-ethyl)-2H-[1,2,4]triazol-3-yl]-4,5-dihydro-6-oxa-3-thia-1-aza-benzo[e]azulen-8-yl}-pyrazol-1-yl)-propionic acid (0.250 g, 0.000496 mol) in dry tetrahydrofuran (1.0 mL, 0.012 mol) cooled to 0° C. Lithium tetrahydroaluminate (1M solution in THF, 1.0 mL, 0.0010 mol), was added dropwise at 0° C. and the mixture was allowed to warm to room temperature and stirred for 2 h. The reaction was quenched with saturated Na2SO4 until no more hydrogen evolution was observed... Starting materials: [H-].[Na+] (sodium hydride), C(C)OC1=CC2=C(NC(N2C2CCCCC2)=O)C=C1 (5-ethoxy-3-cyclohexyl-1,3-dihydro-2H-benzimidazol-2-one), COC1=C(C=CC(=C1)C(=O)OCC1=CC=CC=C1)S(=O)(=O)Cl (2-methoxy-4-benzyloxycarbonylbenzenesulfonyl chloride). The solvent is C1CCOC1 (THF), CN(C)C=O (DMF). Product: C(C)OC1=CC2=C(N(C(N2C2CCCCC2)=O)S(=O)(=O)C2=C(C=C(C=C2)C(=O)OCC2=CC=CC=C2)OC)C=C1 (5-Ethoxy-1,3-dihydro-(2-methoxy-4-benzyloxycarbonylbenzenesulfonyl)-3-cyclohexyl-2H-benzimidazol-2-one). The yield is 80.7%. Reaction SMILES: [H-].[Na+].[CH2:3]([O:5][C:6]1[CH:21]=[CH:20][C:9]2[NH:10][C:11](=[O:19])[N:12]([CH:13]3[CH2:18][CH2:17][CH2:16][CH2:15][CH2:14]3)[C:8]=2[CH:7]=1)[CH3:4].[CH3:22][O:23][C:24]1[CH:29]=[C:28]([C:30]([O:32][CH2:33][C:34]2[CH:39]=[CH:38][CH:37]=[CH:36][CH:35]=2)=[O:31])[CH:27]=[CH:26][C:25]=1[S:40](Cl)(=[O:42])=[O:41]>C1COCC1.CN(C=O)C>[CH2:3]([O:5][C:6]1[CH:21]=[CH:20][C:9]2[N:10]([S:40]([C:25]3[CH:26]=[CH:27][C:28]([C:30]([O:32][CH2:33][C:34]4[CH:35]=[CH:36][CH:37]=[CH:38][CH:39]=4)=[O:31])=[CH:29][C:24]=3[O:23][CH3:22])(=[O:42])=[O:41])[C:11](=[O:19])[N:12]([CH:13]3[CH2:18][CH2:17][CH2:16][CH2:15][CH2:14]3)[C:8]=2[CH:7]=1)[CH3:4] |f:0.1|. Procedure details: 0.5 g of sodium hydride as a 60% dispersion in oil was added in small portions, at room temperature, to a solution of 2.4 g of 5-ethoxy-3-cyclohexyl-1,3-dihydro-2H-benzimidazol-2-one in 50 ml of THF and 50 ml of DMF and the mixture was stirred for half an hour, still at room temperature. 3.4 g of 2-methoxy-4-benzyloxycarbonylbenzenesulfonyl chloride were then added and the reaction medium was stirred for 4 hours at room temperature. It was concentrated under vacuum to remove the residual THF and... Reactants: N(=[N+]=[N-])C1=NC(=NC=C1CC(=O)OCC)C1=NN(C2=NC=CC=C21)CC2=C(C=CC=C2)F (Ethyl {4-azido-2-[1-(2-fluorobenzyl)-1H-pyrazolo[3,4-b]pyridin-3-yl]pyrimidin-5-yl}acetate), [H][H] (hydrogen). The reagents and catalysts are [Pd] (palladium on carbon). Solvent: CN(C)C=O (DMF). Yields the product NC1=NC(=NC=C1CC(=O)OCC)C1=NN(C2=NC=CC=C21)CC2=C(C=CC=C2)F (Ethyl {4-amino-2-[1-(2-fluorobenzyl)-1H-pyrazolo[3,4-b]pyridin-3-yl]pyrimidin-5-yl}acetate). As a reaction SMILES: [N:1]([C:4]1[C:9]([CH2:10][C:11]([O:13][CH2:14][CH3:15])=[O:12])=[CH:8][N:7]=[C:6]([C:16]2[C:24]3[C:19](=[N:20][CH:21]=[CH:22][CH:23]=3)[N:18]([CH2:25][C:26]3[CH:31]=[CH:30][CH:29]=[CH:28][C:27]=3[F:32])[N:17]=2)[N:5]=1)=[N+]=[N-].[H][H]>CN(C=O)C.[Pd]>[NH2:1][C:4]1[C:9]([CH2:10][C:11]([O:13][CH2:14][CH3:15])=[O:12])=[CH:8][N:7]=[C:6]([C:16]2[C:24]3[C:19](=[N:20][CH:21]=[CH:22][CH:23]=3)[N:18]([CH2:25][C:26]3[CH:31]=[CH:30][CH:29]=[CH:28][C:27]=3[F:32])[N:17]=2)[N:5]=1. Procedure details: 10.15 g (23.482 mmol) of the crude product from Example 18A were hydrogenated overnight in DMF (400 ml) using palladium on carbon (10%) at a hydrogen pressure of 1 atmosphere. The mixture was then filtered through Celite and concentrated. The residue was used without further purification for the next step. Reactants: CC(C)(C)O, CCCN, CCCCCCCCC=NOC, [Li], NCCN. Product: CCCCCCCCCN. As a reaction SMILES: [C:18]([OH:19])([CH3:20])([CH3:21])[CH3:22].[CH2:23]([NH2:24])[CH2:25][CH3:26].[CH3:1][O:2][N:3]=[CH:4][CH2:5][CH2:6][CH2:7][CH2:8][CH2:9][CH2:10][CH2:11][CH3:12].[Li:13].[NH2:14][CH2:15][CH2:16][NH2:17]>>[NH2:3][CH2:4][CH2:5][CH2:6][CH2:7][CH2:8][CH2:9][CH2:10][CH2:11][CH3:12]. Reactants: CC(C)(C)OC(=O)NC1CCC(N)CC1, COCCOc1ccc2c(c1-c1ncnc3c(C(=O)O)c[nH]c13)OCO2. The product is COCCOc1ccc2c(c1-c1ncnc3c(C(=O)NC4CCC(NC(=O)OC(C)(C)C)CC4)c[nH]c13)OCO2. As a reaction SMILES: [C:27]([CH3:28])([CH3:29])([CH3:30])[O:31][C:32]([NH:33][CH:34]1[CH2:35][CH2:36][CH:37]([NH2:40])[CH2:38][CH2:39]1)=[O:41].[CH3:1][O:2][CH2:3][CH2:4][O:5][c:6]1[c:7](-[c:15]2[c:16]3[c:17]([n:18][cH:19][n:20]2)[c:21]([C:24](=[O:25])[OH:26])[cH:22][nH:23]3)[c:8]2[c:9]([cH:13][cH:14]1)[O:10][CH2:11][O:12]2>>[CH3:1][O:2][CH2:3][CH2:4][O:5][c:6]1[c:7](-[c:15]2[c:16]3[c:17]([n:18][cH:19][n:20]2)[c:21]([C:24](=[O:25])[NH:40][CH:37]2[CH2:36][CH2:35][CH:34]([NH:33][C:32]([O:31][C:27]([CH3:28])([CH3:29])[CH3:30])=[O:41])[CH2:39][CH2:38]2)[cH:22][nH:23]3)[c:8]2[c:9]([cH:13][cH:14]1)[O:10][CH2:11][O:12]2. The reactants are N#CC1CC(F)CN1, Cc1ccc(S(=O)(=O)O)cc1, CC(C)(C)OC(=O)N(CC(=O)O)C1CCC(Cn2cncn2)C1. Product: CC(C)(C)OC(=O)N(CC(=O)N1CC(F)CC1C#N)C1CCC(Cn2cncn2)C1. Reaction SMILES: [F:35][CH:36]1[CH2:37][CH:38]([C:41]#[N:42])[NH:39][CH2:40]1.[c:24]1([CH3:25])[cH:26][cH:27][c:28]([S:29]([OH:30])(=[O:31])=[O:32])[cH:33][cH:34]1.[n:1]1([CH2:6][CH:7]2[CH2:8][CH:9]([N:12]([C:13](=[O:14])[O:15][C:16]([CH3:17])([CH3:18])[CH3:19])[CH2:20][C:21](=[O:22])[OH:23])[CH2:10][CH2:11]2)[n:2][cH:3][n:4][cH:5]1>>[n:1]1([CH2:6][CH:7]2[CH2:8][CH:9]([N:12]([C:13](=[O:14])[O:15][C:16]([CH3:17])([CH3:18])[CH3:19])[CH2:20][C:21](=[O:22])[N:39]3[CH:38]([C:41]#[N:42])[CH2:37][CH:36]([F:35])[CH2:40]3)[CH2:10][CH2:11]2)[n:2][cH:3][n:4][cH:5]1.